From a dataset of the Open Reaction Database (ORD), a public repository of structured organic reaction records. describe an organic reaction: reactants, conditions, products, and yield The reactants are ClC=1SC(=C(N1)C)S(=O)(=O)N (2-chloro-4-methyl-1,3-thiazole-5-sulfonamide), CN (methylamine). The solvent is C(C)#N (acetonitrile). Run at temperature 50 celsius, time 6 hour. The product is CC=1N=C(SC1S(=O)(=O)N)NC (4-Methyl-2-(methylamino)-1,3-thiazole-5-sulfonamide). Reaction SMILES: Cl[C:2]1[S:3][C:4]([S:8]([NH2:11])(=[O:10])=[O:9])=[C:5]([CH3:7])[N:6]=1.[CH3:12][NH2:13]>C(#N)C>[CH3:7][C:5]1[N:6]=[C:2]([NH:13][CH3:12])[S:3][C:4]=1[S:8]([NH2:11])(=[O:10])=[O:9]. Procedure details: 144 g (0.576 mol) of 2-chloro-4-methyl-1,3-thiazole-5-sulfonamide are introduced at room temperature into 600 ml of acetonitrile, and 147 g (1.9 mol) of 40% strength aqueous methylamine solution are metered in at room temperature. The reaction mixture is stirred at 50° C. for 6 h and then concentrated in a rotary evaporator. The residue is mixed with water, filtered with suction and dried. The reactants are [Cl-].[Al+3].[Cl-].[Cl-] (aluminum chloride), ClC1=C(C(=CC=C1)CC1=C(C=C(C=C1)OC)OC)F (1-chloro-3-(2,4-dimethoxybenzyl)-2-fluorobenzene), C(Cl)Cl (DCM), C(C)(=O)Cl (Acetyl chloride), ClCCl (Dichloromethane). The solvent is CCCCCCC (Heptane), O (water), CC(C)O (2-propanol). Reaction conditions: temperature -10 celsius. Yields the product ClC=1C(=C(CC=2C(=CC(=C(C2)C(C)=O)OC)OC)C=CC1)F (1-[5-(3-chloro-2-fluoro-benzyl)-2,4-dimethoxyphenyl]-ethanone). Yield: 75.0%. RXN SMILES: [Cl:1][C:2]1[CH:7]=[CH:6][CH:5]=[C:4]([CH2:8][C:9]2[CH:14]=[CH:13][C:12]([O:15][CH3:16])=[CH:11][C:10]=2[O:17][CH3:18])[C:3]=1[F:19].C(Cl)Cl.[Cl-].[Al+3].[Cl-].[Cl-].[C:27](Cl)(=[O:29])[CH3:28]>CC(O)C.CCCCCCC.O>[Cl:1][C:2]1[C:3]([F:19])=[C:4]([CH:5]=[CH:6][CH:7]=1)[CH2:8][C:9]1[C:10]([O:17][CH3:18])=[CH:11][C:12]([O:15][CH3:16])=[C:13]([C:27](=[O:29])[CH3:28])[CH:14]=1 |f:2.3.4.5|. Procedure details: The compound 5 DCM solution was transferred into a clean reactor and cooled to −13 to −7° C. Dichloromethane (6 volumes) was charged and followed by aluminum chloride (1.03 eq) while maintaining the temperature at not more than −7° C. Acetyl chloride (1.12 eq) was slowly charged to the mixture while maintaining the temperature at not more than −10° C. The reaction mixture was agitated at −13 to −7° C. and the progress of the acylation reaction was monitored by HPLC. After the acylation was compl... The reactants are [Si](C)(C)(C)C=[N+]=[N-] (TMSCHN2), C(=O)(OC(C)(C)C)N1[C@H](C(=O)O)C[C@H](C1)O (N-Boc-trans-4-hydroxy-L-proline), C(C)(C)(C)O[Na] (t-BuONa), ClC1=NC2=CC=CC=C2N=C1C(C=C)(F)F (2-chloro-3-(1,1-difluoroallyl)quinoxaline). The solvent is C(Cl)Cl (DCM), CO (MeOH), CN(C)C=O (DMF), C1CCOC1 (THF). Reaction conditions: time 1 hour. Product: N1=CC=NC2=CC=CC=C12 (quinoxaline). Isolated yield 283.8%. RXN SMILES: C(N1C[C@H](O)C[C@H]1C(O)=O)(OC(C)(C)C)=O.C(O[Na])(C)(C)C.Cl[C:24]1[C:33](C(F)(F)C=C)=[N:32][C:31]2[C:26](=[CH:27][CH:28]=[CH:29][CH:30]=2)[N:25]=1.[Si](C=[N+]=[N-])(C)(C)C>CN(C=O)C.C1COCC1.C(Cl)Cl.CO>[N:25]1[C:26]2[C:31](=[CH:30][CH:29]=[CH:28][CH:27]=2)[N:32]=[CH:33][CH:24]=1. Reported procedure: To a solution of N-Boc-trans-4-hydroxy-L-proline 2-11 (2.404 g, 10.396 mmol) in DMF (14 ml) and THF (60 ml) at 0° C. was added t-BuONa (3.0 g, 31.189 mmol) portionwise. The reaction mixture was allowed to warm up to rt. After stirring for 1 h, the mixture was cooled down to 0° C. and 2-chloro-3-(1,1-difluoroallyl)quinoxaline 2-10 (2.45 g, ˜10.396 mmol) was added and warmed up to rt. After stirring for 4 h, the reaction mixture was quenched with 1 N HCl at 0° C. The aqueous layer was extracted wi... Starting materials: NCCc1ccccc1, Cc1ccccc1, O=C(c1ccc(F)cc1)C1CCN(S(=O)(=O)c2ccccc2)CC1, O=S(=O)(O)c1ccccc1. Product: O=S(=O)(c1ccccc1)N1CCC(C(=NCCc2ccccc2)c2ccc(F)cc2)CC1. RXN SMILES: [CH2:25]([CH2:26][c:27]1[cH:28][cH:29][cH:30][cH:31][cH:32]1)[NH2:33].[CH3:44][c:45]1[cH:46][cH:47][cH:48][cH:49][cH:50]1.[c:1]1([S:7](=[O:8])(=[O:9])[N:10]2[CH2:11][CH2:12][CH:13]([C:16]([c:17]3[cH:18][cH:19][c:20]([F:23])[cH:21][cH:22]3)=[O:24])[CH2:14][CH2:15]2)[cH:2][cH:3][cH:4][cH:5][cH:6]1.[c:34]1([S:35]([OH:36])(=[O:37])=[O:38])[cH:39][cH:40][cH:41][cH:42][cH:43]1>>[c:1]1([S:7](=[O:8])(=[O:9])[N:10]2[CH2:11][CH2:12][CH:13]([C:16]([c:17]3[cH:18][cH:19][c:20]([F:23])[cH:21][cH:22]3)=[N:33][CH2:25][CH2:26][c:27]3[cH:28][cH:29][cH:30][cH:31][cH:32]3)[CH2:14][CH2:15]2)[cH:2][cH:3][cH:4][cH:5][cH:6]1.